Task: describe an organic reaction: reactants, conditions, products, and yield. Dataset: the Open Reaction Database (ORD), a public repository of structured organic reaction records Procedure details: 3-(4-Fluorophenoxy)-2,2-dimethylcyclopropanecarboxylic acid (3.40 mmol) is stirred together with 0.34 g (3.40 mmol) potassium bicarbonate in 10 ml THF/DMF (1:1) for 15 minutes. Then 3.40 mmol of 3-benzylpyrrolylmethyl methanesulfonate in 5 ml THF/DMF (1:1) is added and the mixture stirred for approximately 48 hours. The reaction is diluted with ether, washed with water (3X) and sat. NaCl, dried and solvent is removed. The crude product is purified by preparative TLC developing with 10% ethyl ace... The reactants are FC1=CC=C(OC2C(C2C(=O)O)(C)C)C=C1 (3-(4-Fluorophenoxy)-2,2-dimethylcyclopropanecarboxylic acid), C([O-])(O)=O.[K+] (potassium bicarbonate), CS(=O)(=O)OCC=1NC=CC1CC1=CC=CC=C1 (3-benzylpyrrolylmethyl methanesulfonate). Run in C1CCOC1.CN(C)C=O (THF DMF), C1CCOC1.CN(C)C=O (THF DMF), CCOCC (ether). RXN SMILES: [F:1][C:2]1[CH:16]=[CH:15][C:5]([O:6][CH:7]2[CH:9]([C:10]([OH:12])=[O:11])[C:8]2([CH3:14])[CH3:13])=[CH:4][CH:3]=1.C(=O)(O)[O-].[K+].CS(O[CH2:27][C:28]1[NH:29][CH:30]=[CH:31][C:32]=1[CH2:33][C:34]1[CH:39]=[CH:38][CH:37]=[CH:36][CH:35]=1)(=O)=O>C1COCC1.CN(C=O)C.CCOCC>[F:1][C:2]1[CH:3]=[CH:4][C:5]([O:6][CH:7]2[CH:9]([C:10]([O:12][CH2:27][C:28]3[NH:29][CH:30]=[CH:31][C:32]=3[CH2:33][C:34]3[CH:39]=[CH:38][CH:37]=[CH:36][CH:35]=3)=[O:11])[C:8]2([CH3:13])[CH3:14])=[CH:15][CH:16]=1 |f:1.2,4.5|. Product: FC1=CC=C(OC2C(C2C(=O)OCC=2NC=CC2CC2=CC=CC=C2)(C)C)C=C1 (3-benzylpyrrolylmethyl 3-(4-fluorophenoxy)-2,2-dimethylcyclopropanecarboxylate). Conditions: time 48 hour.